This data is from the Open Reaction Database (ORD), a public repository of structured organic reaction records. The task is: describe an organic reaction: reactants, conditions, products, and yield The reactants are ClC=1C=CC2=C(N(C(CC=3N2C(=NC3C(=O)OC)C)=O)C3=CC=CC=C3)C1 (methyl 8-chloro-4,6-dihydro-1-methyl-6-phenyl-5-oxo-5H-imidazo[1,5-a][1,5]benzodiazepin-3-carboxylate), [Cl-].[Li+] (lithium chloride), CN(P(N(C)C)(N(C)C)=O)C (hexamethyl phosphoric triamide). The product is ClC=1C=CC2=C(N(C(CC=3N2C(=NC3C(=O)N(C)C)C)=O)C3=CC=CC=C3)C1 (8-Chloro-4,6-dihydro-6-phenyl-5-oxo-1,N,N-trimethyl-5H-imidazo [1,5-a][1,5]benzodiazepin-3-carboxamide). RXN SMILES: [Cl:1][C:2]1[CH:3]=[CH:4][C:5]2[N:11]3[C:12]([CH3:19])=[N:13][C:14]([C:15]([O:17]C)=O)=[C:10]3[CH2:9][C:8](=[O:20])[N:7]([C:21]3[CH:26]=[CH:25][CH:24]=[CH:23][CH:22]=3)[C:6]=2[CH:27]=1.[Cl-].[Li+].[CH3:30][N:31]([CH3:40])P(=O)(N(C)C)N(C)C>>[Cl:1][C:2]1[CH:3]=[CH:4][C:5]2[N:11]3[C:12]([CH3:19])=[N:13][C:14]([C:15]([N:31]([CH3:40])[CH3:30])=[O:17])=[C:10]3[CH2:9][C:8](=[O:20])[N:7]([C:21]3[CH:26]=[CH:25][CH:24]=[CH:23][CH:22]=3)[C:6]=2[CH:27]=1 |f:1.2|. Reported procedure: A mixture of 1.2 g of methyl 8-chloro-4,6-dihydro-1-methyl-6-phenyl-5-oxo-5H-imidazo[1,5-a][1,5]benzodiazepin-3-carboxylate, 2 g of lithium chloride and 12 ml of hexamethyl phosphoric triamide was stirred and heated up to 230°. As soon as this temperature was reached, the reaction mixture was cooled and partitioned between methylene chloride and water. The organic phase was washed with water, dried over sodium sulfate and evaporated. Crystallization of the residue from ether yielded the end prod... The reactants are COC(=O)c1cscc1NC(=O)CCCCc1ccccc1, CO, Cl, [Li+], C1CCOC1, [OH-]. The product is O=C(CCCCc1ccccc1)Nc1cscc1C(=O)O. Reaction SMILES: [CH3:1][O:2][C:3](=[O:4])[c:5]1[cH:6][s:7][cH:8][c:9]1[NH:10][C:11]([CH2:12][CH2:13][CH2:14][CH2:15][c:16]1[cH:17][cH:18][cH:19][cH:20][cH:21]1)=[O:22].[CH3:26][OH:27].[ClH:25].[Li+:24].[O:28]1[CH2:29][CH2:30][CH2:31][CH2:32]1.[OH-:23]>>[O:2]=[C:3]([OH:4])[c:5]1[cH:6][s:7][cH:8][c:9]1[NH:10][C:11]([CH2:12][CH2:13][CH2:14][CH2:15][c:16]1[cH:17][cH:18][cH:19][cH:20][cH:21]1)=[O:22]. The reactants are C(C)(C)(C)OC(=O)N[C@@H]1C[C@@H]([C@H](C1)C1=CC=CC=C1)CN1CCC(CC1)N(CC=C)C(=O)OCC1=CC=C(C=C1)[N+](=O)[O-] (1-(S)-((t-butoxycarbonyl)amino)-3-(S)-((4-(N-(4-nitrobenzyloxycarbonyl)-N-(allyl)amino)piperidin-1-yl)methyl)-4-(S)-phenylcyclopentane), CN=C=S (methyl isothiocyanate). Yields the product CNC(=S)N[C@@H]1C[C@@H]([C@H](C1)C1=CC=CC=C1)CN1CCC(CC1)N(CC=C)C(=O)OCC1=CC=C(C=C1)[N+](=O)[O-] (1-(S)-((Methylaminothiocarbonyl)amino)-3-(S)-((4-(N-(4-nitrobenzyloxycarbonyl)-N-(allyl)amino)piperidin-1-yl)methyl)-4-(S)-phenylcyclopentane). RXN SMILES: C(OC([NH:8][C@H:9]1[CH2:13][C@H:12]([C:14]2[CH:19]=[CH:18][CH:17]=[CH:16][CH:15]=2)[C@@H:11]([CH2:20][N:21]2[CH2:26][CH2:25][CH:24]([N:27]([C:31]([O:33][CH2:34][C:35]3[CH:40]=[CH:39][C:38]([N+:41]([O-:43])=[O:42])=[CH:37][CH:36]=3)=[O:32])[CH2:28][CH:29]=[CH2:30])[CH2:23][CH2:22]2)[CH2:10]1)=O)(C)(C)C.[CH3:44][N:45]=[C:46]=[S:47]>>[CH3:44][NH:45][C:46]([NH:8][C@H:9]1[CH2:13][C@H:12]([C:14]2[CH:19]=[CH:18][CH:17]=[CH:16][CH:15]=2)[C@@H:11]([CH2:20][N:21]2[CH2:22][CH2:23][CH:24]([N:27]([C:31]([O:33][CH2:34][C:35]3[CH:40]=[CH:39][C:38]([N+:41]([O-:43])=[O:42])=[CH:37][CH:36]=3)=[O:32])[CH2:28][CH:29]=[CH2:30])[CH2:25][CH2:26]2)[CH2:10]1)=[S:47]. Reported procedure: Using essentially the same procedure as in Example 16, Step A and B but substituting 1-(S)-((t-butoxycarbonyl)amino)-3-(S)-((4-(N-(4-nitrobenzyloxycarbonyl)-N-(allyl)amino)piperidin-1-yl)methyl)-4-(S)-phenylcyclopentane from Example 33 in Step A and methyl isothiocyanate in Step B, the title compound was prepared. Yields the product C1=C(C=CC2=CC=CC=C12)C(=C1C=CC=C1)CCC=C (6-(2-naphthyl)-6-(3-butenyl)fulvene), product. Yield: 73.0%. Reaction SMILES: [CH:1]1[C:10]2[C:5](=[CH:6][CH:7]=[CH:8][CH:9]=2)[CH:4]=[CH:3][C:2]=1[C:11](=O)[CH2:12][CH2:13][CH:14]=[CH2:15].C1COCC1.[CH:22]1([Mg]Cl)[CH:26]=[CH:25][CH:24]=[CH:23]1.Cl>O>[CH:1]1[C:10]2[C:5](=[CH:6][CH:7]=[CH:8][CH:9]=2)[CH:4]=[CH:3][C:2]=1[C:11]([CH2:12][CH2:13][CH:14]=[CH2:15])=[C:22]1[CH:26]=[CH:25][CH:24]=[CH:23]1. Run in O (water). Reported procedure: First, 6-(2-naphthyl)-6-(3-butenyl)fulvene was prepared from cyclopentadienyl Grignard reagents as follows. A 1 L round bottomed flask was charged with 1-(2-naphthyl)-4-penten-1-one, 97% (21.73 g, 100 mmol), THF (100 mL), and a stir bar, and cooled in an ice bath. Cyclopentadienyl magnesium chloride (150 mL of approximately 1 M solution in THF, 330 mmol) was added dropwise over ½ hour. The yellow solution was stirred for 2 hours in the ice bath. The yellow solution was then refluxed for 2.5 hour... Reactants: cyclopentadienyl Grignard reagents, C1(C=CC=C1)[Mg]Cl (Cyclopentadienyl magnesium chloride), Cl (HCl), C1=C(C=CC2=CC=CC=C12)C(CCC=C)=O (1-(2-naphthyl)-4-penten-1-one), C1CCOC1 (THF), ice.